From a dataset of the Open Reaction Database (ORD), a public repository of structured organic reaction records. describe an organic reaction: reactants, conditions, products, and yield The reactants are ClC1=CC=C(CCl)C=C1 (4-chlorobenzyl chloride), OC1=CC=C(C=C1)CC(C)=O (4-hydroxyphenyl acetone), ( b ). Yields the product ClC1=CC=C(C=C1)COC1=CC=C(C=C1)CC(C)=O (4-[(4-Chlorophenyl)methoxy]phenyl acetone). As a reaction SMILES: [Cl:1][C:2]1[CH:9]=[CH:8][C:5]([CH2:6]Cl)=[CH:4][CH:3]=1.[OH:10][C:11]1[CH:16]=[CH:15][C:14]([CH2:17][C:18](=[O:20])[CH3:19])=[CH:13][CH:12]=1>>[Cl:1][C:2]1[CH:9]=[CH:8][C:5]([CH2:6][O:10][C:11]2[CH:12]=[CH:13][C:14]([CH2:17][C:18](=[O:20])[CH3:19])=[CH:15][CH:16]=2)=[CH:4][CH:3]=1. Procedure: Prepared from 4-chlorobenzyl chloride and 4-hydroxyphenyl acetone by the method of Example 2 (b). The reactants are BrC1(C(NC2=CC(=CC=C12)Cl)=O)CC1=CC(=CC=C1)Cl (rac-3-bromo-6-chloro-3-(3-chloro-benzyl)-1,3-dihydro-indol-2-one), C1(CCCCC1)N (cyclohexylamine), CCN(C(C)C)C(C)C (DIPEA). The solvent is O (water). Run at time 2 hour. The product is ClC1=CC=C2C(C(NC2=C1)=O)(NC1CCCCC1)CC1=CC(=CC=C1)Cl (rac-6-chloro-3-(3-chloro-benzyl)-3-cyclohexylamino-1,3-dihydro-indol-2-one). The yield is 48.5%. RXN SMILES: Br[C:2]1([CH2:13][C:14]2[CH:19]=[CH:18][CH:17]=[C:16]([Cl:20])[CH:15]=2)[C:10]2[C:5](=[CH:6][C:7]([Cl:11])=[CH:8][CH:9]=2)[NH:4][C:3]1=[O:12].[CH:21]1([NH2:27])[CH2:26][CH2:25][CH2:24][CH2:23][CH2:22]1.CCN(C(C)C)C(C)C>O>[Cl:11][C:7]1[CH:6]=[C:5]2[C:10]([C:2]([CH2:13][C:14]3[CH:19]=[CH:18][CH:17]=[C:16]([Cl:20])[CH:15]=3)([NH:27][CH:21]3[CH2:26][CH2:25][CH2:24][CH2:23][CH2:22]3)[C:3](=[O:12])[NH:4]2)=[CH:9][CH:8]=1. Procedure: The mixture of rac-3-bromo-6-chloro-3-(3-chloro-benzyl)-1,3-dihydro-indol-2-one (100 mg, 0.27 mmol) (from example 1c supra), cyclohexylamine (40 mg, 0.41 mmol) and DIPEA (104.5 mg, 0.81 mmol) in dimethyl formide (2 mL) was stirred at room temperature for 2 h. Then water (10 mL) was added and the aqueous layer was extracted with ethyl acetate (3×10 mL). The combined organic layer was concentrated and the residue was purified by preparative HPLC to give 51 mg of rac-6-chloro-3-(3-chloro-benzyl)-3-... The reactants are C(C1=CC=CC=C1)N1C=NC=C1 (N-benzylimidazole), ClC1=CC=C(C(=O)C2=CC=C(C=C2)Cl)C=C1 (4,4'-dichlorobenzophenone), C1(=CC=CC=C1)[Li] (phenyl lithium), [Cl-].[Na+] (sodium chloride), [Li] (lithium), BrC1=CC=CC=C1 (bromobenzene), ice. Solvent: O1CCCC1 (tetrahydrofuran), C(C)OCC (diethyl ether), O1CCCC1 (tetrahydrofuran). Reaction conditions: time 15 hour. The product is C(C1=CC=CC=C1)N1C(=NC=C1)C(O)(C1=CC=C(C=C1)Cl)C1=CC=C(C=C1)Cl (1-Benzyl-α,α-bis(p-chlorophenyl)imidazole-2-methanol). As a reaction SMILES: [CH2:1]([N:8]1[CH:12]=[CH:11][N:10]=[CH:9]1)[C:2]1[CH:7]=[CH:6][CH:5]=[CH:4][CH:3]=1.C1([Li])C=CC=CC=1.[Li].BrC1C=CC=CC=1.[Cl:28][C:29]1[CH:43]=[CH:42][C:32]([C:33]([C:35]2[CH:40]=[CH:39][C:38]([Cl:41])=[CH:37][CH:36]=2)=[O:34])=[CH:31][CH:30]=1.[Cl-].[Na+]>O1CCCC1.C(OCC)C>[CH2:1]([N:8]1[CH:12]=[CH:11][N:10]=[C:9]1[C:33]([C:32]1[CH:42]=[CH:43][C:29]([Cl:28])=[CH:30][CH:31]=1)([C:35]1[CH:36]=[CH:37][C:38]([Cl:41])=[CH:39][CH:40]=1)[OH:34])[C:2]1[CH:3]=[CH:4][CH:5]=[CH:6][CH:7]=1 |f:5.6,^1:19|. Procedure: A solution of 17.4 g (0.11 mol) of N-benzylimidazole in 40 ml. of anhydrous tetrahydrofuran was added dropwise in the course of one hour, at -20° to -30° C. and under a nitrogen atmosphere, to a phenyl lithium solution, prepared from 1.67 g (0.24 gr. at.) of lithium and 18.8 g (0.12 mol) of bromobenzene in 80 ml. of anhydrous diethyl ether. The mixture was heated for about one hour until a brightly red, homogenous solution was obtained. Subsequently a solution of 25.1 g (0.1 mol) of 4,4'-dichlor... The reactants are C1=C(NC=N1)C[C@@H](C(=O)O)NC(=O)CCN (L-carnosine), [OH-].[Na+] (Sodium hydroxide), O.O.C(C)(=O)[O-].[Zn+2].C(C)(=O)[O-] (zinc acetate dihydrate). The solvent is CO (methanol), CO (methanol). Conditions: time 2 hour. Yields the product C1=C(NC=N1)C[C@@H](C(=O)O)NC(=O)CCN.[Zn] (L-carnosine zinc). The yield is 96.6%. Reaction SMILES: [OH-].[Na+].[CH:3]1[N:7]=[CH:6][NH:5][C:4]=1[CH2:8][C@H:9]([NH:13][C:14]([CH2:16][CH2:17][NH2:18])=[O:15])[C:10]([OH:12])=[O:11].O.O.C([O-])(=O)C.[Zn+2:25].C([O-])(=O)C>CO>[CH:3]1[N:7]=[CH:6][NH:5][C:4]=1[CH2:8][C@H:9]([NH:13][C:14]([CH2:16][CH2:17][NH2:18])=[O:15])[C:10]([OH:12])=[O:11].[Zn:25] |f:0.1,3.4.5.6.7,9.10|. Reported procedure: Sodium hydroxide (3.51 g) was dissolved in methanol (100 ml), and L-carnosine (9.96 g) was added to the solution to prepare a uniform solution. A solution with zinc acetate dihydrate (9.67 g) dissolved in methanol (145 ml) was added dropwise over 30 minutes to the uniform solution. As a result, white precipitate was gradually formed. After completion of the addition, the mixture was stirred for 2 hours, left to stand overnight and then filtered. The resultant filter cake was then washed with wat... Reactants: Cl.ClC1=C(C(CN)=O)C=CC=C1Cl (2,3-dichlorophenacylamine hydrochloride), CN(C=CC(=O)OC)C (methyl 3-dimethylaminoacrylate), CC[O-].[Na+] (sodium ethylate). Run in C(C)O (ethanol), C(C)O (ethanol). Yields the product C(=O)(OC)C1=CNC=C1C1=C(C(=CC=C1)Cl)Cl (3-carbomethoxy-4-(2,3-dichlorophenyl)pyrrole). Reaction SMILES: Cl.[Cl:2][C:3]1[C:12]([Cl:13])=[CH:11][CH:10]=[CH:9][C:4]=1[C:5](=O)[CH2:6][NH2:7].CN(C)[CH:16]=[CH:17][C:18]([O:20][CH3:21])=[O:19].CC[O-].[Na+]>C(O)C>[C:18]([C:17]1[C:5]([C:4]2[CH:9]=[CH:10][CH:11]=[C:12]([Cl:13])[C:3]=2[Cl:2])=[CH:6][NH:7][CH:16]=1)([O:20][CH3:21])=[O:19] |f:0.1,3.4|. Procedure: 10.7 g of 2,3-dichlorophenacylamine hydrochloride and 6 g of methyl 3-dimethylaminoacrylate are heated for 2 hours under reflux in 120 ml of ethanol. Then a solution of 4 g of sodium ethylate in 40 ml of ethanol is added dropwise and the reaction mixture is heated for another hour under reflux. The reaction mixture is then concentrated by evaporation and the oily residue is purified by column chromatography (silica gel; elution with a 3:1 mixture of toluene/ethyl acetate. Melting point: 205°-206... Yields the product Cl.Cl.Cl.ONC(=N)C1=CC=C(C=C1)N1CCN(CC1)[C@@H]1[C@@H](CN(CC1)CC(=O)OCC)CC(=O)O ((±)-cis-4-[4-(4-hydroxyamidinophenyl)-1-piperazinyl]-1-[(ethoxycarbonyl)methyl]piperidine-3-acetic acid trihydrochloride). As a reaction SMILES: [OH:1][NH:2][C:3]([C:5]1[CH:10]=[CH:9][C:8]([N:11]2[CH2:16][CH2:15][N:14]([C@H:17]3[CH2:22][CH2:21][N:20]([CH2:23][C:24]([O:26][CH2:27][CH3:28])=[O:25])[CH2:19][C@H:18]3[CH2:29][C:30]([O:32]CC)=[O:31])[CH2:13][CH2:12]2)=[CH:7][CH:6]=1)=[NH:4].[ClH:35]>>[ClH:35].[ClH:35].[ClH:35].[OH:1][NH:2][C:3]([C:5]1[CH:10]=[CH:9][C:8]([N:11]2[CH2:12][CH2:13][N:14]([C@H:17]3[CH2:22][CH2:21][N:20]([CH2:23][C:24]([O:26][CH2:27][CH3:28])=[O:25])[CH2:19][C@H:18]3[CH2:29][C:30]([OH:32])=[O:31])[CH2:15][CH2:16]2)=[CH:7][CH:6]=1)=[NH:4] |f:2.3.4.5|. Reported procedure: (±)-cis-Diethyl 4-[4-(4-hydroxyamidinophenyl)-1-piperazinyl]-1,3-piperidinediacetate (1.5 g) was dissolved in 50 ml of 1N hydrochloric acid and the solution was refluxed overnight. The reaction liquid was concentrated and the concentrate was purified by ODS column chromatography (eluent: water to water:methanol=1:1) to give 100 mg of (±)-cis-4-[4-(4-hydroxyamidinophenyl)-1-piperazinyl]-1-[(ethoxycarbonyl)methyl]piperidine-3-acetic acid trihydrochloride. Reactants: ONC(=N)C1=CC=C(C=C1)N1CCN(CC1)[C@@H]1[C@@H](CN(CC1)CC(=O)OCC)CC(=O)OCC ((±)-cis-Diethyl 4-[4-(4-hydroxyamidinophenyl)-1-piperazinyl]-1,3-piperidinediacetate), Cl (hydrochloric acid). Starting materials: CS(=O)(=O)OCc1noc(-c2cccc(C#N)c2)n1, CNc1nnc(-c2ccnc(OC)c2)n1C, [H-], [Na+], CN(C)C=O. Yields the product COc1cc(-c2nnc(N(C)Cc3noc(-c4cccc(C#N)c4)n3)n2C)ccn1. Reaction SMILES: [CH3:19][S:20]([O:21][CH2:24][c:25]1[n:26][o:27][c:28](-[c:30]2[cH:31][c:32]([C:36]#[N:37])[cH:33][cH:34][cH:35]2)[n:29]1)(=[O:22])=[O:23].[CH3:3][O:4][c:5]1[n:6][cH:7][cH:8][c:9](-[c:11]2[n:12]([CH3:18])[c:13]([NH:16][CH3:17])[n:14][n:15]2)[cH:10]1.[H-:1].[Na+:2].[O:38]=[CH:39][N:40]([CH3:41])[CH3:42]>>[CH3:3][O:4][c:5]1[n:6][cH:7][cH:8][c:9](-[c:11]2[n:12]([CH3:18])[c:13]([N:16]([CH3:17])[CH2:24][c:25]3[n:26][o:27][c:28](-[c:30]4[cH:31][c:32]([C:36]#[N:37])[cH:33][cH:34][cH:35]4)[n:29]3)[n:14][n:15]2)[cH:10]1.